This data is from the Open Reaction Database (ORD), a public repository of structured organic reaction records. The task is: describe an organic reaction: reactants, conditions, products, and yield Reactants: Cl.ClC1=CC=C(CN(N)C2=CC=C(C=C2)C(C)C)C=C1 (1(4-chlorobenzyl)-1-(4-isopropylphenyl)hydrazine hydrochloride), CCOC(=O)CC1CCCCC1=O (ethyl 2-cyclohexanone acetate). The product is ClC1=CC=C(CN2C3=CC=C(C=C3C=3CCCC(C23)CC(=O)O)C(C)C)C=C1 (9-p-Chloro-benzyl-6-isopropyl-1,2,3,4-tetrahydrocarbazol-1-yl-acetic acid). Reaction SMILES: Cl.[Cl:2][C:3]1[CH:20]=[CH:19][C:6]([CH2:7][N:8]([C:10]2[CH:15]=[CH:14][C:13]([CH:16]([CH3:18])[CH3:17])=[CH:12][CH:11]=2)N)=[CH:5][CH:4]=1.CC[O:23][C:24]([CH2:26][CH:27]1[C:32](=O)[CH2:31][CH2:30][CH2:29][CH2:28]1)=[O:25]>>[Cl:2][C:3]1[CH:20]=[CH:19][C:6]([CH2:7][N:8]2[C:28]3[CH:27]([CH2:26][C:24]([OH:25])=[O:23])[CH2:32][CH2:31][CH2:30][C:29]=3[C:15]3[C:10]2=[CH:11][CH:12]=[C:13]([CH:16]([CH3:18])[CH3:17])[CH:14]=3)=[CH:5][CH:4]=1 |f:0.1|. Procedure: Following the procedure of Example 1, but using 1(4-chlorobenzyl)-1-(4-isopropylphenyl)hydrazine hydrochloride and ethyl 2-cyclohexanone acetate as starting material, the title compound was prepared. Reactants: BrC=1C=CC(=C(C=O)C1)O (5-bromo-2-hydroxybenzaldehyde), C(C)(C)(C)OC(=O)N1CCNCC1 (tert-butyl-1-piperazine-carboxylate), CC(C)([O-])C.[Na+] (sodium-tert-butoxide), C(C)(C)(C)P(C(C)(C)C)C(C)(C)C (tri-tert-butyl-phosphine). The reagents and catalysts are [Pd] (palladium), C(C)(=O)[O-].[Pd+2].C(C)(=O)[O-] (palladium acetate). Run in C1(=CC=CC=C1)C (Toluene), C1(=CC=CC=C1)C (toluene), C(C)(=O)O (acetic acid), O (water). Reaction conditions: temperature 42 celsius, time 22 hour. Yields the product C(C)(C)(C)OC(=O)N1CCN(CC1)C=1C=CC(=C(C=O)C1)O (5-(4-tert-butoxycarbonylpiperazin-1-yl)-2-hydroxybenzaldehyde). The yield is 0.6%. Reaction SMILES: C(P(C(C)(C)C)C(C)(C)C)(C)(C)C.Br[C:15]1[CH:16]=[CH:17][C:18]([OH:23])=[C:19]([CH:22]=1)[CH:20]=[O:21].[C:24]([O:28][C:29]([N:31]1[CH2:36][CH2:35][NH:34][CH2:33][CH2:32]1)=[O:30])([CH3:27])([CH3:26])[CH3:25].CC(C)([O-])C.[Na+]>C1(C)C=CC=CC=1.C([O-])(=O)C.[Pd+2].C([O-])(=O)C.[Pd].C(O)(=O)C.O>[C:24]([O:28][C:29]([N:31]1[CH2:36][CH2:35][N:34]([C:15]2[CH:16]=[CH:17][C:18]([OH:23])=[C:19]([CH:22]=2)[CH:20]=[O:21])[CH2:33][CH2:32]1)=[O:30])([CH3:27])([CH3:25])[CH3:26] |f:3.4,6.7.8|. Procedure: Toluene (9.7 L) was introduced into a reactor and degassed using vacuum/nitrogen. Under nitrogen at 23° C. was palladium acetate (11.0 g, 0.049 mol, 0.01 equiv.) was loaded and the mixture was stirred until complete dissolution of palladium. A solution of tri-tert-butyl-phosphine (10.0 g, 0.049 mol, 0.01 equiv.) in toluene (0.3 L) was then added, followed by the addition of 5-bromo-2-hydroxybenzaldehyde (1000 g, 4.97 mol, 1 equiv.), tert-butyl-1-piperazine-carboxylate (1065.4 g, 5.72 mol, 1.1 eq... The reactants are ClCCl, CC(C)(C)OC(=O)N1CCCC(c2cc(-c3ccccc3OCc3ccccc3)nc(N)c2CO)C1. The product is CC(C)(C)OC(=O)N1CCCC(c2cc(-c3ccccc3OCc3ccccc3)nc(N)c2C=O)C1. Reaction SMILES: [CH2:37]([Cl:38])[Cl:39].[NH2:1][c:2]1[n:3][c:4](-[c:23]2[c:24]([O:29][CH2:30][c:31]3[cH:32][cH:33][cH:34][cH:35][cH:36]3)[cH:25][cH:26][cH:27][cH:28]2)[cH:5][c:6]([CH:10]2[CH2:11][N:12]([C:16](=[O:17])[O:18][C:19]([CH3:20])([CH3:21])[CH3:22])[CH2:13][CH2:14][CH2:15]2)[c:7]1[CH2:8][OH:9]>>[NH2:1][c:2]1[n:3][c:4](-[c:23]2[c:24]([O:29][CH2:30][c:31]3[cH:32][cH:33][cH:34][cH:35][cH:36]3)[cH:25][cH:26][cH:27][cH:28]2)[cH:5][c:6]([CH:10]2[CH2:11][N:12]([C:16](=[O:17])[O:18][C:19]([CH3:20])([CH3:21])[CH3:22])[CH2:13][CH2:14][CH2:15]2)[c:7]1[CH:8]=[O:9]. Starting materials: CI, CCOC(C)=O, [H-], CC(C)n1cc(-c2nc(CO)c(N)nc2-c2ccccc2)ccc1=O, [Na+], CN(C)C=O, O. Product: COCc1nc(-c2ccc(=O)n(C(C)C)c2)c(-c2ccccc2)nc1N. RXN SMILES: [CH3:28][I:29].[CH3:30][CH2:31][O:32][C:33]([CH3:34])=[O:35].[H-:2].[NH2:3][c:4]1[n:5][c:6](-[c:22]2[cH:23][cH:24][cH:25][cH:26][cH:27]2)[c:7](-[c:12]2[cH:13][cH:14][c:15](=[O:21])[n:16]([CH:18]([CH3:19])[CH3:20])[cH:17]2)[n:8][c:9]1[CH2:10][OH:11].[Na+:1].[O:36]=[CH:37][N:38]([CH3:39])[CH3:40].[OH2:41]>>[NH2:3][c:4]1[n:5][c:6](-[c:22]2[cH:23][cH:24][cH:25][cH:26][cH:27]2)[c:7](-[c:12]2[cH:13][cH:14][c:15](=[O:21])[n:16]([CH:18]([CH3:19])[CH3:20])[cH:17]2)[n:8][c:9]1[CH2:10][O:11][CH3:30].